This data is from the Open Reaction Database (ORD), a public repository of structured organic reaction records. The task is: describe an organic reaction: reactants, conditions, products, and yield The reactants are CC(=CBr)C (2-methyl-1-bromo-1-propene), CC(C)(C=C)O (2-methyl-3-buten-2-ol), N1CCCCC1 (piperidine), C1(=CC=CC=C1)P(C1=CC=CC=C1)C1=CC=CC=C1 (triphenylphosphine). The reagents and catalysts are C(C)(=O)[O-].[Pd+2].C(C)(=O)[O-] (palladium acetate). Product: mixture, CC(C)(CC=CC(C)(N1CCCCC1)C)O (2,6-dimethyl-6-piperidino-4-hepten-2-ol). Reported procedure: A mixture of 10 mmoles 2-methyl-1-bromo-1-propene, 12.5 mmoles 2-methyl-3-buten-2-ol, 30 mmoles piperidine, 0.20 mmole palladium acetate and 0.40 mmole triphenylphosphine was reacted at 100° C. There was produced 61% of a mixture of nonadienols, 31% 2,6-dimethyl-6-piperidino-4-hepten-2-ol and 6% of what is believed to be 2,6-dimethyl-4-piperidino-5-hepten-2-ol. Isolated yield 31.0%. RXN SMILES: [CH3:1][C:2]([CH3:5])=[CH:3]Br.[CH3:6][C:7]([OH:11])([CH:9]=[CH2:10])[CH3:8].[NH:12]1[CH2:17][CH2:16][CH2:15][CH2:14][CH2:13]1.C1(P(C2C=CC=CC=2)C2C=CC=CC=2)C=CC=CC=1>C([O-])(=O)C.[Pd+2].C([O-])(=O)C>[CH3:6][C:7]([OH:11])([CH2:9][CH:10]=[CH:1][C:2]([CH3:5])([N:12]1[CH2:17][CH2:16][CH2:15][CH2:14][CH2:13]1)[CH3:3])[CH3:8] |f:4.5.6|. The reactants are B(Br)(Br)Br (boron tribromide), BrC1=CC(=CC(=C1)OC1=CC=C(C=C1)S(=O)(=O)C)OC (1-Bromo-3-methoxy-5-[4-(methylsulfonyl)phenoxy]benzene), C(O)([O-])=O.[Na+] (sodium hydrogencarbonate). The solvent is ClCCl (dichloromethane). Run at temperature -78 celsius, time 2 hour. Product: BrC=1C=C(C=C(C1)OC1=CC=C(C=C1)S(=O)(=O)C)O (3-Bromo-5-[4-(methylsulfonyl)phenoxy]phenol). The yield is 96.1%. Reaction SMILES: [Br:1][C:2]1[CH:7]=[C:6]([O:8][C:9]2[CH:14]=[CH:13][C:12]([S:15]([CH3:18])(=[O:17])=[O:16])=[CH:11][CH:10]=2)[CH:5]=[C:4]([O:19]C)[CH:3]=1.B(Br)(Br)Br.C(=O)([O-])O.[Na+]>ClCCl>[Br:1][C:2]1[CH:3]=[C:4]([OH:19])[CH:5]=[C:6]([O:8][C:9]2[CH:10]=[CH:11][C:12]([S:15]([CH3:18])(=[O:16])=[O:17])=[CH:13][CH:14]=2)[CH:7]=1 |f:2.3|. Procedure: 1-Bromo-3-methoxy-5-[4-(methylsulfonyl)phenoxy]benzene (18.29 g, 51.2 mmol) synthesized in Example (1b) was dissolved in dichloromethane (400 mL) and cooled to −78° C., and boron tribromide (1.0M dichloromethane solution, 100 mL, 100 mmol) was added using a dropping funnel over 30 minutes under nitrogen atmosphere. The mixture was stirred at −78° C. for 2 hours, followed by raising the temperature naturally, and stirring at room temperature overnight. A saturated aqueous sodium hydrogencarbonate... Starting materials: COC(=O)c1cc(Oc2cccnc2)c(C(F)(F)F)cc1N, O=C(Cl)Cl. Product: COC(=O)c1cc(Oc2cccnc2)c(C(F)(F)F)cc1N=C=O. Reaction SMILES: [CH3:1][O:2][C:3]([c:4]1[c:5]([NH2:21])[cH:6][c:7]([C:17]([F:18])([F:19])[F:20])[c:8]([O:10][c:11]2[cH:12][n:13][cH:14][cH:15][cH:16]2)[cH:9]1)=[O:22].[Cl:23][C:24]([Cl:25])=[O:26]>>[CH3:1][O:2][C:3]([c:4]1[c:5]([N:21]=[C:24]=[O:26])[cH:6][c:7]([C:17]([F:18])([F:19])[F:20])[c:8]([O:10][c:11]2[cH:12][n:13][cH:14][cH:15][cH:16]2)[cH:9]1)=[O:22].